This data is from the Open Reaction Database (ORD), a public repository of structured organic reaction records. The task is: describe an organic reaction: reactants, conditions, products, and yield The reactants are C1(=CCCC1)N1CCOCC1 (N-cyclopentenyl morpholine), C(CC)OC1=CC=C(C=O)C=C1 (4-propoxybenzaldehyde), C1=CC=CC=C1 (benzene), Cl (hydrochloric acid). Conditions: temperature 30 celsius, time 2 hour. Yields the product C(CC)OC1=CC=C(C=C2C(CCC2)=O)C=C1 (2-(4-propoxybenzylidene)cyclopentanone). Isolated yield 71.9%. As a reaction SMILES: C1(N2CC[O:9]CC2)CCCC=1.[CH2:12]([O:15][C:16]1[CH:23]=[CH:22][C:19]([CH:20]=O)=[CH:18][CH:17]=1)[CH2:13][CH3:14].Cl.[CH:25]1[CH:30]=[CH:29][CH:28]=[CH:27]C=1>>[CH2:12]([O:15][C:16]1[CH:23]=[CH:22][C:19]([CH:20]=[C:27]2[CH2:28][CH2:29][CH2:30][C:25]2=[O:9])=[CH:18][CH:17]=1)[CH2:13][CH3:14]. Procedure: With reflux device installed, 36.8 g (0.24 mol) of N-cyclopentenyl morpholine, 0.20 mol of 4-propoxybenzaldehyde and 200 mL of benzene were added to a round bottom flask and heated under reflux for 20 h. The resulting solution was cooled to 30° C., and slowly stirred while 62 mL of hydrochloric acid (6 mol/L) was added. After stirring for 2 h at room temperature, the benzene layer was separated and washed with water to neutral, and dried over anhydrous sodium sulfate overnight. Then the mixture ... Starting materials: Cl (hydrochloric acid), C1N2CN3CN1CN(C2)C3 (Hexamethylene tetramine), O(C1=CC=CC=C1)C=1C=C(CCl)C=CC1 (3-phenoxybenzyl chloride), C(C)(=O)O (acetic acid). Solvent: O (water). Conditions: time 15 minute. The product is O(C1=CC=CC=C1)C=1C=C(C=O)C=CC1 (3-phenoxybenzaldehyde). RXN SMILES: C1N2CN3CN(C2)CN1C3.[O:11]([C:18]1[CH:19]=[C:20]([CH:23]=[CH:24][CH:25]=1)[CH2:21]Cl)[C:12]1[CH:17]=[CH:16][CH:15]=[CH:14][CH:13]=1.C(O)(=[O:28])C.Cl>O>[O:11]([C:18]1[CH:19]=[C:20]([CH:23]=[CH:24][CH:25]=1)[CH:21]=[O:28])[C:12]1[CH:17]=[CH:16][CH:15]=[CH:14][CH:13]=1. Procedure details: Hexamethylene tetramine (14.0 g) was added to a mixture of 3-phenoxybenzyl chloride (10.9 g), glacial acetic acid (25 ml) and water (25 ml) under a nitrogen atmosphere and the mixture refluxed for 2.5 hours, after which concentrated hydrochloric acid (20 ml) was added and the refluxing continued for a further 15 minutes. The mixture was cooled to the ambient temperature, extracted with diethyl ether and the extracts washed with water, saturated sodium bicarbonate solution, and finally with water...